This data is from the Open Reaction Database (ORD), a public repository of structured organic reaction records. The task is: describe an organic reaction: reactants, conditions, products, and yield Reactants: C1CCOC1 (THF), NiCl2(PCy3)2, C1(CCCCC1)P(C1CCCCC1)C1CCCCC1 (PCy3), COC=1C=C2CCCCC2=CC1 (6-methoxy-1,2,3,4-tetrahydronaphthalene), C1(=CC=C(C=C1)[Mg]Br)C (p-tolylmagnesium bromide), Grignard reagent. Solvent: C(C)OCOCC (diethoxymethane). Conditions: time 2 minute. The product is CC1=CC=C(C=C1)C=1C=C2CCCCC2=CC1 (6-(4-methylphenyl)-1,2,3,4-tetrahydronaphthalene). Isolated yield 63.6%. RXN SMILES: C1COCC1.[C:6]1([CH3:14])[CH:11]=[CH:10][C:9]([Mg]Br)=[CH:8][CH:7]=1.C1(P(C2CCCCC2)C2CCCCC2)CCCCC1.CO[C:36]1[CH:37]=[C:38]2[C:43](=[CH:44][CH:45]=1)[CH2:42][CH2:41][CH2:40][CH2:39]2>C(OCOCC)C>[CH3:14][C:6]1[CH:11]=[CH:10][C:9]([C:36]2[CH:37]=[C:38]3[C:43](=[CH:44][CH:45]=2)[CH2:42][CH2:41][CH2:40][CH2:39]3)=[CH:8][CH:7]=1. Procedure: A THF solution of p-tolylmagnesium bromide (20.0 mL, 20.0 mmol) was placed under vacuum to remove the volatiles. The solvent was replaced with diethoxymethane (20.0 mL). In a separate flask, NiCl2(PCy3)2 (where Cy=cyclohexyl) (355 mg, 0.514 mmol), PCy3 (285 mg, 1.018 mmol), and 6-methoxy-1,2,3,4-tetrahydronaphthalene (1.639 g, 10.11 mmol) was combined in diethoxymethane (2.5 mL). The Grignard reagent was added to this mixture under a nitrogen atmosphere. The resulting solution was stirred 2 minu... Reactants: COC(CN1N=C(C(=C1)N1C(N(C=2C=NC=3C=CC(=CC3C21)Br)C)=O)C)=O ([4-(8-bromo-3-methyl-2-oxo-2,3-dihydro-imidazo[4,5-c]quinolin-1-yl)-3-methyl-pyrazol-1-yl]-acetic acid methyl ester), N1(CCCC1)C1=NC=C(C=N1)B1OC(C)(C)C(C)(C)O1 (2-(pyrrolidin-1-yl)pyrimidine-5-boronic acid pinacol ester). Product: CC1=NN(C=C1N1C(N(C=2C=NC=3C=CC(=CC3C21)C=2C=NC(=NC2)N2CCCC2)C)=O)CC(=O)O ({3-Methyl-4-[3-methyl-2-oxo-8-(2-pyrrolidin-1-yl-pyrimidin-5-yl)-2,3-dihydro-imidazo[4,5-c]quinolin-1-yl]-pyrazol-1-yl}-acetic acid), hydrochloride salt. RXN SMILES: C[O:2][C:3](=[O:27])[CH2:4][N:5]1[CH:9]=[C:8]([N:10]2[C:22]3[C:21]4[CH:20]=[C:19](Br)[CH:18]=[CH:17][C:16]=4[N:15]=[CH:14][C:13]=3[N:12]([CH3:24])[C:11]2=[O:25])[C:7]([CH3:26])=[N:6]1.[N:28]1([C:33]2[N:38]=[CH:37][C:36](B3OC(C)(C)C(C)(C)O3)=[CH:35][N:34]=2)[CH2:32][CH2:31][CH2:30][CH2:29]1>>[CH3:26][C:7]1[C:8]([N:10]2[C:22]3[C:21]4[CH:20]=[C:19]([C:36]5[CH:37]=[N:38][C:33]([N:28]6[CH2:29][CH2:30][CH2:31][CH2:32]6)=[N:34][CH:35]=5)[CH:18]=[CH:17][C:16]=4[N:15]=[CH:14][C:13]=3[N:12]([CH3:24])[C:11]2=[O:25])=[CH:9][N:5]([CH2:4][C:3]([OH:2])=[O:27])[N:6]=1. Procedure: The title compound was synthesized in a similar manner as described for Example 1.1 using [4-(8-bromo-3-methyl-2-oxo-2,3-dihydro-imidazo[4,5-c]quinolin-1-yl)-3-methyl-pyrazol-1-yl]-acetic acid methyl ester (stage 247.1.2) and 2-(pyrrolidin-1-yl)pyrimidine-5-boronic acid pinacol ester (Frontier Scientific, Logan, USA) to give the title compound as a yellow hydrochloride salt after evaporation of the fractions containing pure product and exchange of the trifluoroacetate to the chlorure. (HPLC: tR ... Yields the product ClC1=CC2=C(OC3=C(CCN(CCO2)CC2=CC=CC=C2)C=CC=C3)C=C1 (3-chloro-7,8,9,10-tetrahydro-8-phenylmethyl-6H-dibenzo[b,j][1,4,7]dioxaazacycloundecine). Procedure details: 9.1 ml of benzylamine were added to a solution of 7.26 g of 2-(2-bromoethoxy)-1-[2-(2-bromoethyl)phenoxy]-4-chlorobenzene in 714 ml of xylene and the mixture was heated to reflux for 24 h. After cooling the precipitate was removed with suction, washed with toluene and the filtrate was evaporated to dryness. The residue was chromatographed over silica with toluene-ethanol (9:1) to yield 4,17 g (64%) of 3-chloro-7,8,9,10-tetrahydro-8-phenylmethyl-6H-dibenzo[b,j][1,4,7]dioxaazacycloundecine. Rf 0.7... The reactants are C(C1=CC=CC=C1)N (benzylamine), BrCCOC1=C(C=CC(=C1)Cl)OC1=C(C=CC=C1)CCBr (2-(2-bromoethoxy)-1-[2-(2-bromoethyl)phenoxy]-4-chlorobenzene). Isolated yield 64.0%. Solvent: C=1(C(=CC=CC1)C)C (xylene). Reaction SMILES: [CH2:1]([NH2:8])[C:2]1[CH:7]=[CH:6][CH:5]=[CH:4][CH:3]=1.Br[CH2:10][CH2:11][O:12][C:13]1[CH:18]=[C:17]([Cl:19])[CH:16]=[CH:15][C:14]=1[O:20][C:21]1[CH:26]=[CH:25][CH:24]=[CH:23][C:22]=1[CH2:27][CH2:28]Br>C1(C)C(C)=CC=CC=1>[Cl:19][C:17]1[CH:16]=[CH:15][C:14]2[O:20][C:21]3[CH:26]=[CH:25][CH:24]=[CH:23][C:22]=3[CH2:27][CH2:28][N:8]([CH2:1][C:2]3[CH:7]=[CH:6][CH:5]=[CH:4][CH:3]=3)[CH2:10][CH2:11][O:12][C:13]=2[CH:18]=1. Starting materials: C(C)OC(=O)C1(CC1)C1=CC=C(C=C1)C1=CC=C(C=C1)C1=C(C(=NO1)C)CCNCC1=CC=CC=C1 (1-{4′-[4-(2-benzylamino-ethyl)-3-methyl-isoxazol-5-yl]-biphenyl-4-yl}-cyclopropanecarboxylic acid ethyl ester), C(C)(=O)Cl (acetyl chloride). Yields the product C(C)OC(=O)C1(CC1)C1=CC=C(C=C1)C1=CC=C(C=C1)C1=C(C(=NO1)C)CCN(CC1=CC=CC=C1)C(C)=O (1-(4′-{4-[2-(Acetyl-benzyl-amino)-ethyl]-3-methyl-isoxazol-5-yl}-biphenyl-4-yl)-cyclopropanecarboxylic acid ethyl ester). Reaction SMILES: [CH2:1]([O:3][C:4]([C:6]1([C:9]2[CH:14]=[CH:13][C:12]([C:15]3[CH:20]=[CH:19][C:18]([C:21]4[O:25][N:24]=[C:23]([CH3:26])[C:22]=4[CH2:27][CH2:28][NH:29][CH2:30][C:31]4[CH:36]=[CH:35][CH:34]=[CH:33][CH:32]=4)=[CH:17][CH:16]=3)=[CH:11][CH:10]=2)[CH2:8][CH2:7]1)=[O:5])[CH3:2].[C:37](Cl)(=[O:39])[CH3:38]>>[CH2:1]([O:3][C:4]([C:6]1([C:9]2[CH:10]=[CH:11][C:12]([C:15]3[CH:20]=[CH:19][C:18]([C:21]4[O:25][N:24]=[C:23]([CH3:26])[C:22]=4[CH2:27][CH2:28][N:29]([C:37](=[O:39])[CH3:38])[CH2:30][C:31]4[CH:36]=[CH:35][CH:34]=[CH:33][CH:32]=4)=[CH:17][CH:16]=3)=[CH:13][CH:14]=2)[CH2:7][CH2:8]1)=[O:5])[CH3:2]. Reported procedure: Prepared according to the procedure described in Example 3, Step 7, using 1-{4′-[4-(2-benzylamino-ethyl)-3-methyl-isoxazol-5-yl]-biphenyl-4-yl}-cyclopropanecarboxylic acid ethyl ester and acetyl chloride. The reactants are CN(C=1SC2=C(C1C(=O)C1=CC=C(C=C1)OCCN1CCCCC1)C=CC(=C2)OC)C ([2-dimethylamino-6-methoxybenzothien-3-yl][4-[2-(1-piperidinyl)ethoxy]phenyl]-methanone), C(C)(=O)OCC (ethyl acetate), CCCCCC (hexane), COC1=C(C=CC(=C1)OC)[Mg]Br (2,4-dimethoxyphenylmagnesium bromide). Run in CO (MeOH), C1CCOC1 (THF), C1CCOC1 (THF). Product: COC1=C(C=CC(=C1)OC)C1=C(C2=C(S1)C=C(C=C2)OC)C(=O)C2=CC=C(C=C2)OCCN2CCCCC2 ([2-(2,4-Dimethoxyphenyl)-6-methoxybenzo[b]thien-3-yl] [4-[2-(1-piperidinyl)ethoxy]phenyl]methanone). The yield is 58.5%. As a reaction SMILES: CN(C)[C:3]1[S:4][C:5]2[CH:28]=[C:27]([O:29][CH3:30])[CH:26]=[CH:25][C:6]=2[C:7]=1[C:8]([C:10]1[CH:15]=[CH:14][C:13]([O:16][CH2:17][CH2:18][N:19]2[CH2:24][CH2:23][CH2:22][CH2:21][CH2:20]2)=[CH:12][CH:11]=1)=[O:9].[CH3:32][O:33][C:34]1[CH:39]=[C:38]([O:40][CH3:41])[CH:37]=[CH:36][C:35]=1[Mg]Br.CCCCCC.C(OCC)(=O)C>C1COCC1.CO>[CH3:32][O:33][C:34]1[CH:39]=[C:38]([O:40][CH3:41])[CH:37]=[CH:36][C:35]=1[C:3]1[S:4][C:5]2[CH:28]=[C:27]([O:29][CH3:30])[CH:26]=[CH:25][C:6]=2[C:7]=1[C:8]([C:10]1[CH:15]=[CH:14][C:13]([O:16][CH2:17][CH2:18][N:19]2[CH2:24][CH2:23][CH2:22][CH2:21][CH2:20]2)=[CH:12][CH:11]=1)=[O:9]. Procedure: By the method described in Example 1, [2-dimethylamino-6-methoxybenzothien-3-yl][4-[2-(1-piperidinyl)ethoxy]phenyl]-methanone (2.0 g, 4.6 mmol) in THF (17 mL) was treated with a 1.8 M THF solution of 2,4-dimethoxyphenylmagnesium bromide (12.5 mL, 22.5 mmol) (prepared from 2,4-dimethoxybromobenzene, catalytic iodine, and magnesium turnings) to provide, after chromatography (silica gel, 1:1 hexane:ethyl acetate, 0-10% MeOH) 1.43 g (58%) of the title compound as a pale green, fluffy solid: 1H NMR d... The reactants are C[C@@H]1CC2=CC[C@H]3[C@@H]4C[C@@H](C([C@@]4(C)CC[C@@H]3[C@]2(CC1)C)=O)C (3β,16β-dimethylandrost-5-en-17-one), [H][H] (hydrogen). The reagents and catalysts are [Pd] (Pd). Solvent: C(C)O (ethanol). Yields the product C[C@@H]1C[C@@H]2CC[C@H]3[C@@H]4C[C@@H](C([C@@]4(C)CC[C@@H]3[C@]2(CC1)C)=O)C (3β,16β-dimethyl-5α-androstan-17-one). Reaction SMILES: [CH3:1][C@H:2]1[CH2:19][CH2:18][C@@:17]2([CH3:20])[C:4](=[CH:5][CH2:6][C@@H:7]3[C@@H:16]2[CH2:15][CH2:14][C@@:12]2([CH3:13])[C@H:8]3[CH2:9][C@H:10]([CH3:22])[C:11]2=[O:21])[CH2:3]1.[H][H]>C(O)C.[Pd]>[CH3:1][C@H:2]1[CH2:19][CH2:18][C@@:17]2([CH3:20])[C@@H:4]([CH2:5][CH2:6][C@@H:7]3[C@@H:16]2[CH2:15][CH2:14][C@@:12]2([CH3:13])[C@H:8]3[CH2:9][C@H:10]([CH3:22])[C:11]2=[O:21])[CH2:3]1. Reported procedure: To a solution of 3β,16β-dimethylandrost-5-en-17-one prepared in Example I in 500 ml of ethanol is added 5% Pd on C and the mixture is exposed to a hydrogen atmosphere while stirring. The catalyst is filtered off and the above-identified product is isolated.